From a dataset of the Open Reaction Database (ORD), a public repository of structured organic reaction records. describe an organic reaction: reactants, conditions, products, and yield As a reaction SMILES: [C:34](=[O:35])([O-:36])[O-:37].[CH3:40][N:41]([CH3:42])[CH:43]=[O:44].[CH:15]([c:16]1[cH:17][cH:18][cH:19][cH:20][cH:21]1)([c:22]1[cH:23][cH:24][cH:25][cH:26][cH:27]1)[N:28]1[CH2:29][CH2:30][NH:31][CH2:32][CH2:33]1.[Cl:2][CH2:3][c:4]1[n:5][c:6](-[c:9]2[cH:10][cH:11][cH:12][cH:13][cH:14]2)[s:7][cH:8]1.[ClH:1].[K+:38].[K+:39]>>[CH2:3]([c:4]1[n:5][c:6](-[c:9]2[cH:10][cH:11][cH:12][cH:13][cH:14]2)[s:7][cH:8]1)[N:31]1[CH2:30][CH2:29][N:28]([CH:15]([c:16]2[cH:17][cH:18][cH:19][cH:20][cH:21]2)[c:22]2[cH:23][cH:24][cH:25][cH:26][cH:27]2)[CH2:33][CH2:32]1. Yields the product c1ccc(-c2nc(CN3CCN(C(c4ccccc4)c4ccccc4)CC3)cs2)cc1. The reactants are O=C([O-])[O-], CN(C)C=O, c1ccc(C(c2ccccc2)N2CCNCC2)cc1, ClCc1csc(-c2ccccc2)n1, Cl, [K+], [K+]. Reactants: CS(=O)(=O)Cl, [Na+], [OH-], O, Cn1cc(O)c(=O)c2ccccc21. The product is Cn1cc(OS(C)(=O)=O)c(=O)c2ccccc21. Reaction SMILES: [CH3:14][S:15]([Cl:16])(=[O:17])=[O:18].[Na+:20].[OH-:19].[OH2:21].[OH:1][c:2]1[cH:3][n:4]([CH3:13])[c:5]2[cH:6][cH:7][cH:8][cH:9][c:10]2[c:11]1=[O:12]>>[O:1]([c:2]1[cH:3][n:4]([CH3:13])[c:5]2[cH:6][cH:7][cH:8][cH:9][c:10]2[c:11]1=[O:12])[S:15]([CH3:14])(=[O:17])=[O:18]. Reactants: compound, N1N=CC2=CC(=CC=C12)C#N (1H-5-indazolecarbonitrile), FC1=CC=C(C#N)C=C1 (4-fluorobenzonitrile), BrN1C(CCC1=O)=O (N-bromosuccinimide). The solvent is CN(C=O)C (dimethylformamide). Reaction conditions: time 1 day. Product: BrC1=NNC2=CC=C(C=C12)C#N (3-Bromo-1H-5-indazolecarbonitrile). Reaction SMILES: [NH:1]1[C:9]2[C:4](=[CH:5][C:6]([C:10]#[N:11])=[CH:7][CH:8]=2)[CH:3]=[N:2]1.FC1C=CC(C#N)=CC=1.[Br:21]N1C(=O)CCC1=O>CN(C)C=O>[Br:21][C:3]1[C:4]2[C:9](=[CH:8][CH:7]=[C:6]([C:10]#[N:11])[CH:5]=2)[NH:1][N:2]=1. Procedure details: To a solution of 300 mg of a compound 1H-5-indazolecarbonitrile (synthesized from 4-fluorobenzonitrile according to the procedures described in literature, Tetrahedron Lett., 33, 7499 (1992) and Synthetic commun., 27, 1199 (1997)) in 3 ml dimethylformamide was added 392 mg of N-bromosuccinimide at room temperature, and the mixture was stirred at the same temperature for one day. After removing the solvent by distillation, the residue was added with 25 ml of ethyl acetate. The mixture was sequent... Starting materials: C(C)(C)(C)C=1C=C(N)C=CC1 (3-tert-butylaniline), C(C)(C)(C)OC(=O)N1CCC(CC1)(C(=O)O)C (1-(tert-butoxycarbonyl)-4-methylpiperidine-4-carboxylic acid), N1=CC=CC=C1 (pyridine), C(C(=O)Cl)(=O)Cl (oxalyl chloride). Reagents/catalysts: CN(C)C=O (DMF). Run in ClCCl (dichloromethane), ClC(C)Cl (dichloroethane). Run at time 40 minute. The product is C(C)(C)(C)C=1C=C(C=CC1)NC(=O)C1(CCN(CC1)C(=O)OC(C)(C)C)C (tert-Butyl 4-(3-tert-butylphenylcarbamoyl)-4-methylpiperidine-1-carboxylate). The yield is 61.0%. Reaction SMILES: [C:1]([O:5][C:6]([N:8]1[CH2:13][CH2:12][C:11]([CH3:17])([C:14]([OH:16])=O)[CH2:10][CH2:9]1)=[O:7])([CH3:4])([CH3:3])[CH3:2].N1C=CC=CC=1.C(Cl)(=O)C(Cl)=O.[C:30]([C:34]1[CH:35]=[C:36]([CH:38]=[CH:39][CH:40]=1)[NH2:37])([CH3:33])([CH3:32])[CH3:31]>CN(C=O)C.ClC(Cl)C.ClCCl>[C:30]([C:34]1[CH:35]=[C:36]([NH:37][C:14]([C:11]2([CH3:17])[CH2:10][CH2:9][N:8]([C:6]([O:5][C:1]([CH3:2])([CH3:3])[CH3:4])=[O:7])[CH2:13][CH2:12]2)=[O:16])[CH:38]=[CH:39][CH:40]=1)([CH3:33])([CH3:31])[CH3:32]. Procedure: To a solution of 1-(tert-butoxycarbonyl)-4-methylpiperidine-4-carboxylic acid (0.30 g, 1.2 mmol), DMF (20 drops), and pyridine (0.38 g, 4.8 mmol) in dichloroethane (10 mL) was added oxalyl chloride (0.15 g, 1.2 mmol). The mixture was stirred for 40 minutes, and 3-tert-butylaniline was added. The mixture was stirred for 1 hour, diluted with dichloromethane, washed twice each with sat. aq. NaHCO3 and 1.0 N aq. HCl, dried over MgSO4, and concentrated. Silica gel chromatography (0-2% MeOH:CH2Cl2) ga... Starting materials: CCO, NC1CC1, O=C(N1CCOCC1)N1CC(c2ccc(C(F)(F)F)cc2)CC(c2nc(Cl)no2)C1. The product is O=C(N1CCOCC1)N1CC(c2ccc(C(F)(F)F)cc2)CC(c2nc(NC3CC3)no2)C1. As a reaction SMILES: [CH3:35][CH2:36][OH:37].[CH:31]1([NH2:34])[CH2:32][CH2:33]1.[Cl:1][c:2]1[n:3][o:4][c:5]([CH:7]2[CH2:8][N:9]([C:23](=[O:24])[N:25]3[CH2:26][CH2:27][O:28][CH2:29][CH2:30]3)[CH2:10][CH:11]([c:13]3[cH:14][cH:15][c:16]([C:19]([F:20])([F:21])[F:22])[cH:17][cH:18]3)[CH2:12]2)[n:6]1>>[c:2]1([NH:34][CH:31]2[CH2:32][CH2:33]2)[n:3][o:4][c:5]([CH:7]2[CH2:8][N:9]([C:23](=[O:24])[N:25]3[CH2:26][CH2:27][O:28][CH2:29][CH2:30]3)[CH2:10][CH:11]([c:13]3[cH:14][cH:15][c:16]([C:19]([F:20])([F:21])[F:22])[cH:17][cH:18]3)[CH2:12]2)[n:6]1. Starting materials: CCOCCO, COc1cc2cc3ncc(C#N)c(Cl)c3cc2cc1OC, Cl, [Na+], [Na+], O=C([O-])[O-], Nc1ccc(Oc2ccccc2)cc1, O, c1ccncc1. Product: COc1cc2cc3ncc(C#N)c(Nc4ccc(Oc5ccccc5)cc4)c3cc2cc1OC. As a reaction SMILES: [CH3:49][CH2:50][O:51][CH2:52][CH2:53][OH:54].[Cl:1][c:2]1[c:3]([C:20]#[N:21])[cH:4][n:5][c:6]2[cH:7][c:8]3[c:9]([cH:10][c:11]12)[cH:12][c:13]([O:18][CH3:19])[c:14]([O:16][CH3:17])[cH:15]3.[ClH:36].[Na+:43].[Na+:44].[O-:45][C:46](=[O:47])[O-:48].[O:22]([c:23]1[cH:24][cH:25][cH:26][cH:27][cH:28]1)[c:29]1[cH:30][cH:31][c:32]([NH2:33])[cH:34][cH:35]1.[OH2:55].[n:37]1[cH:38][cH:39][cH:40][cH:41][cH:42]1>>[c:2]1([NH:33][c:32]2[cH:31][cH:30][c:29]([O:22][c:23]3[cH:24][cH:25][cH:26][cH:27][cH:28]3)[cH:35][cH:34]2)[c:3]([C:20]#[N:21])[cH:4][n:5][c:6]2[cH:7][c:8]3[c:9]([cH:10][c:11]12)[cH:12][c:13]([O:18][CH3:19])[c:14]([O:16][CH3:17])[cH:15]3.